From a dataset of the Open Reaction Database (ORD), a public repository of structured organic reaction records. describe an organic reaction: reactants, conditions, products, and yield Starting materials: O=C(CBr)c1ccc[nH]1, CCOC(=O)CC(=O)OCC, COCCOC, [Cl-], [H-], [I-], [NH4+], [Na+], [Na+]. The product is CCOC(=O)C(C(=O)OCC)C(=O)c1ccc[nH]1. As a reaction SMILES: [Br:1][CH2:2][C:3](=[O:4])[c:5]1[nH:6][cH:7][cH:8][cH:9]1.[C:12]([CH2:13][C:14](=[O:15])[O:16][CH2:17][CH3:18])(=[O:19])[O:20][CH2:21][CH3:22].[CH3:27][O:28][CH2:29][CH2:30][O:31][CH3:32].[Cl-:25].[H-:24].[I-:10].[NH4+:26].[Na+:11].[Na+:23]>>[C:3](=[O:4])([c:5]1[nH:6][cH:7][cH:8][cH:9]1)[CH:13]([C:12](=[O:19])[O:20][CH2:21][CH3:22])[C:14](=[O:15])[O:16][CH2:17][CH3:18].